This data is from the Open Reaction Database (ORD), a public repository of structured organic reaction records. The task is: describe an organic reaction: reactants, conditions, products, and yield As a reaction SMILES: [CH3:1][O:2][C:3](=[O:16])[CH:4]([N:13]=[N+]=[N-])[CH2:5][S:6][C:7]1[CH:12]=[CH:11][CH:10]=[CH:9][CH:8]=1.[H][H].[C:19](OC(=O)C)(=[O:21])[CH3:20]>[Re]>[CH3:1][O:2][C:3](=[O:16])[C@H:4]([CH2:5][S:6][C:7]1[CH:12]=[CH:11][CH:10]=[CH:9][CH:8]=1)[NH:13][C:19](=[O:21])[CH3:20]. Reactants: COC(C(CSC1=CC=CC=C1)N=[N+]=[N-])=O (2-azido-3-phenylmercapto-propionic acid methyl ester), C(C)(=O)OC(C)=O (acetic anhydride), [H][H] (hydrogen), azido. Yields the product petroleum ether ethyl acetate, COC([C@@H](NC(C)=O)CSC1=CC=CC=C1)=O (N-acetyl-S-phenyl-cysteine methyl ester). The yield is 47.0%. Reported procedure: 1.00 gram (4.22 mmoles) of the 2-azido-3-phenylmercapto-propionic acid methyl ester obtained in Example 2 was dissolved in 5 ml of acetic anhydride and then was added 1 mole % of rhenium VII sulfide based on the azido compound employed. Under vigorous stirring there was led hydrogen through the solution for 24 hours at 70° C. After the end of the reaction the solvent was drawn off under reduced pressure on the rotary evaporator, the product taken up in diethyl ether and the catalyst filtered off... Reagents/catalysts: [Re] (rhenium). Reactants: C=1(C(=CC=CC1)C(=O)N)C (toluamide), C(C)(C)(C)OC(NCCCN(C(C1=CC=C(C=C1)C)=O)C(C(C)C)C1=NC2=NC=CN=C2C(N1CC1=CC=CC=C1)=O)=O ({3-[[1-(3-benzyl-4-oxo-3,4-dihydro-pteridin-2-yl)-2-methyl-propyl]-(4-methyl-benzoyl)-amino]-propyl}-carbamic acid tert-butyl ester). The solvent is C(=O)(C(F)(F)F)O.O (TFA H2O), ClCCl (dichloromethane). Reaction conditions: time 1 hour. Yields the product NCCCN(C(C1=CC=C(C=C1)C)=O)C(C(C)C)C1=NC2=NC=CN=C2C(N1CC1=CC=CC=C1)=O ((±)-N-(3-amino-propyl)-N-[1-(3-benzyl-4-oxo-3,4-dihydro-pteridin-2-yl)-2-methyl-propyl]-4-methyl-benzamide). Yield: 98.0%. Reaction SMILES: C1(C)C(C(N)=O)=CC=CC=1.C(OC(=O)[NH:17][CH2:18][CH2:19][CH2:20][N:21]([CH:31]([C:35]1[N:44]([CH2:45][C:46]2[CH:51]=[CH:50][CH:49]=[CH:48][CH:47]=2)[C:43](=[O:52])[C:42]2[C:37](=[N:38][CH:39]=[CH:40][N:41]=2)[N:36]=1)[CH:32]([CH3:34])[CH3:33])[C:22](=[O:30])[C:23]1[CH:28]=[CH:27][C:26]([CH3:29])=[CH:25][CH:24]=1)(C)(C)C>C(O)(C(F)(F)F)=O.O.ClCCl>[NH2:17][CH2:18][CH2:19][CH2:20][N:21]([CH:31]([C:35]1[N:44]([CH2:45][C:46]2[CH:47]=[CH:48][CH:49]=[CH:50][CH:51]=2)[C:43](=[O:52])[C:42]2[C:37](=[N:38][CH:39]=[CH:40][N:41]=2)[N:36]=1)[CH:32]([CH3:34])[CH3:33])[C:22](=[O:30])[C:23]1[CH:28]=[CH:27][C:26]([CH3:29])=[CH:25][CH:24]=1 |f:2.3|. Procedure details: Formula I where R2 and R3 are H; R5 is Benzyl; R6 is Isopropyl; R6′ is H; R7 is 3-Amino-propyl-; R8 is —C(O)—R9 where R9 is p-Methyl-phenyl-; X and Y are —C═; and W and Z are —N═: The toluamide, {3-[[1-(3-benzyl-4-oxo-3,4-dihydro-pteridin-2-yl)-2-methyl-propyl]-(4-methyl-benzoyl)-amino]-propyl}-carbamic acid tert-butyl ester, was then dissolved in TFA/H2O (95/5) (50 mL) and stirred at room temperature for 1 hour, after which it was diluted with dichloromethane, washed with saturated sodium bicar... Starting materials: CS(=O)C (dimethylsulfoxide), [H-].[Na+] (sodium hydride), CS(=O)C (dimethylsulfoxide), C(C)C1=C(C=CC=2C3=CC=CC=C3CC12)C(C(=O)O)=O (ethyl fluorene-2-glyoxylic acid), [H][H] (hydrogen). The reagents and catalysts are [Br-].C[P+](C1=CC=CC=C1)(C1=CC=CC=C1)C1=CC=CC=C1 (methyltriphenylphosphonium bromide). Yields the product C=C(C(=O)O)C1=CC=2CC3=CC=CC=C3C2C=C1 (α-methylene fluorene-2-acetic acid). As a reaction SMILES: [H-].[Na+].[H][H].C([C:7]1[C:19]2[CH2:18][C:17]3[C:12](=[CH:13][CH:14]=[CH:15][CH:16]=3)[C:11]=2[CH:10]=[CH:9][C:8]=1[C:20](=O)[C:21]([OH:23])=[O:22])C.[CH3:25]S(C)=O>[Br-].C[P+](C1C=CC=CC=1)(C1C=CC=CC=1)C1C=CC=CC=1>[CH2:25]=[C:20]([C:8]1[CH:9]=[CH:10][C:11]2[C:12]3[C:17](=[CH:16][CH:15]=[CH:14][CH:13]=3)[CH2:18][C:19]=2[CH:7]=1)[C:21]([OH:23])=[O:22] |f:0.1,5.6|. Procedure: A mixture of sodium hydride (0.48g.) and dimethylsulfoxide (5ml.) is stirred and heated at 70°-80° until the evolution of hydrogen ceases. The cooled solution is treated with methyltriphenylphosphonium bromide (7.14g) in dimethylsulfoxide (10ml.), stirred for 10 minutes and treated with ethyl fluorene-2-glyoxylic acid (5.32g.). The reaction mixture is stirred for 1 hr., the solvent evaporated and the residue extracted with ether after the addition of water. The ether extracts are washed with wat... Reactants: FC1=CC=C(NC(C2=CC=C(C=C2)C=O)=O)C=C1 (4′-fluoro-4-formylbenzanilide), FC1=C(C=CC(=C1)F)[C@@](CN1N=CN=C1)([C@@H](C)SC(CO)CO)O ((2R,3R)-2-(2,4-difluorophenyl)-3-[[1-(hydroxymethyl)-2-hydroxyethyl]thio]-1-(1H-1,2,4-triazol-1-yl)-2-butanol), O.C1(=CC=C(C=C1)S(=O)(=O)O)C (p-toluenesulfonic acid monohydrate). Product: FC1=C(C=CC(=C1)F)[C@]([C@@H](C)S[C@H]1CO[C@@H](OC1)C1=CC=C(C(=O)NC2=CC=C(C=C2)F)C=C1)(CN1N=CN=C1)O (4-[trans-5-[[(1R,2R)-2-(2,4-Difluorophenyl)-2-hydroxy-1-methyl-3-(1H-1,2,4-triazol-1-yl)propyl]thio]-1,3-dioxan-2-yl]-4′-fluorobenzanilide). The yield is 47.6%. RXN SMILES: [F:1][C:2]1[CH:18]=[CH:17][C:5]([NH:6][C:7](=[O:16])[C:8]2[CH:13]=[CH:12][C:11]([CH:14]=[O:15])=[CH:10][CH:9]=2)=[CH:4][CH:3]=1.[F:19][C:20]1[CH:25]=[C:24]([F:26])[CH:23]=[CH:22][C:21]=1[C@:27]([OH:42])([C@H:34]([S:36][CH:37]([CH2:40]O)[CH2:38][OH:39])[CH3:35])[CH2:28][N:29]1[CH:33]=[N:32][CH:31]=[N:30]1.O.C1(C)C=CC(S(O)(=O)=O)=CC=1>>[F:19][C:20]1[CH:25]=[C:24]([F:26])[CH:23]=[CH:22][C:21]=1[C@@:27]([OH:42])([CH2:28][N:29]1[CH:33]=[N:32][CH:31]=[N:30]1)[C@H:34]([S:36][C@@H:37]1[CH2:38][O:39][C@@H:14]([C:11]2[CH:12]=[CH:13][C:8]([C:7]([NH:6][C:5]3[CH:4]=[CH:3][C:2]([F:1])=[CH:18][CH:17]=3)=[O:16])=[CH:9][CH:10]=2)[O:15][CH2:40]1)[CH3:35] |f:2.3|. Reported procedure: In the same manner as that described in Example 3(3), a reaction was carried out using 4′-fluoro-4-formylbenzanilide (300 mg, 1.2 mmol), (2R,3R)-2-(2,4-difluorophenyl)-3-[[1-(hydroxymethyl)-2-hydroxyethyl]thio]-1-(1H-1,2,4-triazol-1-yl)-2-butanol (385 mg, 1.1 mmol) and p-toluenesulfonic acid monohydrate (366 mg, 1.9 mmol) and the reaction mixture was treated according to a similar procedure to that described in Example 3(3) to give the trans isomer of the title compound (306 mg, yield 48%) as a ... Reactants: CC(C)(C)OC(=O)NCC(CO[Si](C)(C)C(C)(C)C)NC(c1ccccc1)(c1ccccc1)c1ccccc1, CC(=O)O, ClCCl, N#N, [Na+], [OH-]. The product is CC(C)(C)OC(=O)NCC(N)CO[Si](C)(C)C(C)(C)C. RXN SMILES: [C:1]([CH3:2])([CH3:3])([CH3:4])[Si:5]([O:6][CH2:7][CH:8]([CH2:9][NH:10][C:11]([O:12][C:13]([CH3:14])([CH3:15])[CH3:16])=[O:17])[NH:18][C:19]([c:20]1[cH:21][cH:22][cH:23][cH:24][cH:25]1)([c:26]1[cH:27][cH:28][cH:29][cH:30][cH:31]1)[c:32]1[cH:33][cH:34][cH:35][cH:36][cH:37]1)([CH3:38])[CH3:39].[CH3:47][C:48](=[O:49])[OH:50].[Cl:44][CH2:45][Cl:46].[N:40]#[N:41].[Na+:43].[OH-:42]>>[C:1]([CH3:2])([CH3:3])([CH3:4])[Si:5]([O:6][CH2:7][CH:8]([CH2:9][NH:10][C:11]([O:12][C:13]([CH3:14])([CH3:15])[CH3:16])=[O:17])[NH2:18])([CH3:38])[CH3:39].